From a dataset of the Open Reaction Database (ORD), a public repository of structured organic reaction records. describe an organic reaction: reactants, conditions, products, and yield As a reaction SMILES: [CH2:3]([CH2:4][CH3:5])[C:6]1([CH2:22][CH2:23][CH3:24])[CH2:7][CH2:8][S:9][c:10]2[cH:11][cH:12][c:13]([C:16]#[C:17][Si:18]([CH3:19])([CH3:20])[CH3:21])[cH:14][c:15]21.[CH3:26][CH2:27][OH:28].[K+:2].[OH-:1].[OH2:25]>>[CH2:3]([CH2:4][CH3:5])[C:6]1([CH2:22][CH2:23][CH3:24])[CH2:7][CH2:8][S:9][c:10]2[cH:11][cH:12][c:13]([C:16]#[CH:17])[cH:14][c:15]21. Reactants: CCCC1(CCC)CCSc2ccc(C#C[Si](C)(C)C)cc21, CCO, [K+], [OH-], O. Product: C#Cc1ccc2c(c1)C(CCC)(CCC)CCS2. The reactants are C(C)OC(CCC=1N(C(=CC1)C1=CC=C(C=C1)OC)C1=C(C=C(C=C1)C(N)=O)C)=O (3-[1-(4-carbamoyl-2-methyl-phenyl)-5-(4-methoxy-phenyl)-1H-pyrrol-2-yl]propanoic acid ethyl ester), [OH-].[Na+] (NaOH), O (Water). Run in C(C)O (ethanol). Run at time 1 hour. Product: C(N)(=O)C1=CC(=C(C=C1)N1C(=CC=C1C1=CC=C(C=C1)OC)CCC(=O)O)C (3-[1-(4-Carbamoyl-2-methyl-phenyl)-5-(4-methoxy-phenyl)-1H-pyrrol-2-yl]-propanoic acid), product. Isolated yield 85.0%. Reaction SMILES: C([O:3][C:4](=[O:30])[CH2:5][CH2:6][C:7]1[N:8]([C:20]2[CH:25]=[CH:24][C:23]([C:26](=[O:28])[NH2:27])=[CH:22][C:21]=2[CH3:29])[C:9]([C:12]2[CH:17]=[CH:16][C:15]([O:18][CH3:19])=[CH:14][CH:13]=2)=[CH:10][CH:11]=1)C.O.[OH-].[Na+]>C(O)C>[C:26]([C:23]1[CH:24]=[CH:25][C:20]([N:8]2[C:9]([C:12]3[CH:17]=[CH:16][C:15]([O:18][CH3:19])=[CH:14][CH:13]=3)=[CH:10][CH:11]=[C:7]2[CH2:6][CH2:5][C:4]([OH:30])=[O:3])=[C:21]([CH3:29])[CH:22]=1)(=[O:28])[NH2:27] |f:2.3|. Procedure details: 3-[1-(4-carbamoyl-2-methyl-phenyl)-5-(4-methoxy-phenyl)-1H-pyrrol-2-yl]propanoic acid ethyl ester (86 mg, 0.216 mmol) was dissolved in ethanol (4 mL). Water (0.5 mL) was added to the ethanolic solution followed by the addition of 1N NaOH (0.51 mL, 0.51 mmol). The reaction mixture was stirred at room temperature for 1 h and then at 45° C. for an additional hour. After removal of the solvent in vacuo, the residue was diluted with water (6 mL) and extracted with ethyl acetate (2×6 mL). The pH of th... Product: O=C(O)C(=NO)C(c1ccc(OCc2ccc3ccc(Cl)cc3n2)cc1)c1ccc(OCc2ccc3ccc(Cl)cc3n2)cc1. As a reaction SMILES: [CH2:1]([CH3:2])[O:3][C:4]([C:5](=[N:6][OH:7])[CH:8]([c:9]1[cH:10][cH:11][c:12]([O:15][CH2:16][c:17]2[n:18][c:19]3[cH:20][c:21]([Cl:27])[cH:22][cH:23][c:24]3[cH:25][cH:26]2)[cH:13][cH:14]1)[c:28]1[cH:29][cH:30][c:31]([O:34][CH2:35][c:36]2[n:37][c:38]3[cH:39][c:40]([Cl:46])[cH:41][cH:42][c:43]3[cH:44][cH:45]2)[cH:32][cH:33]1)=[O:47].[CH2:50]1[O:51][CH2:52][CH2:53][CH2:54]1.[CH3:55][CH2:56][OH:57].[Na+:49].[OH-:48].[OH2:58]>>[O:3]=[C:4]([C:5](=[N:6][OH:7])[CH:8]([c:9]1[cH:10][cH:11][c:12]([O:15][CH2:16][c:17]2[n:18][c:19]3[cH:20][c:21]([Cl:27])[cH:22][cH:23][c:24]3[cH:25][cH:26]2)[cH:13][cH:14]1)[c:28]1[cH:29][cH:30][c:31]([O:34][CH2:35][c:36]2[n:37][c:38]3[cH:39][c:40]([Cl:46])[cH:41][cH:42][c:43]3[cH:44][cH:45]2)[cH:32][cH:33]1)[OH:47]. Starting materials: CCOC(=O)C(=NO)C(c1ccc(OCc2ccc3ccc(Cl)cc3n2)cc1)c1ccc(OCc2ccc3ccc(Cl)cc3n2)cc1, C1CCOC1, CCO, [Na+], [OH-], O. Reactants: C(C)(C)[Si](O[C@@H](CC(=O)OCC)C)(C(C)C)C(C)C (Ethyl (R)-(−)-3-triisopropylsilyloxybutyrate), [OH-].[Li+] (lithium hydroxide), C(CC(O)(C(=O)O)CC(=O)O)(=O)O (citric acid). The solvent is O1CCCC1.O (tetrahydrofuran water). The product is C(C)(C)[Si](O[C@@H](CC(=O)O)C)(C(C)C)C(C)C ((R)-3-Triisopropylsilyloxybutyric Acid). RXN SMILES: [CH:1]([Si:4]([CH:17]([CH3:19])[CH3:18])([CH:14]([CH3:16])[CH3:15])[O:5][C@H:6]([CH3:13])[CH2:7][C:8]([O:10]CC)=[O:9])([CH3:3])[CH3:2].[OH-].[Li+].C(O)(=O)CC(CC(O)=O)(C(O)=O)O>O1CCCC1.O>[CH:17]([Si:4]([CH:1]([CH3:3])[CH3:2])([CH:14]([CH3:16])[CH3:15])[O:5][C@H:6]([CH3:13])[CH2:7][C:8]([OH:10])=[O:9])([CH3:18])[CH3:19] |f:1.2,4.5|. Reported procedure: 0.0755 mol (21.78 g) of the product from stage 1 is stirred at 60° C. for 5 days in 1.51 liters of a 0.01 molar lithium hydroxide solution in a tetrahydrofuran/water 1:1 mixture. The mixture is acidified with aqueous citric acid and the product is extracted with ethyl acetate. The organic phase is washed with water, dried over sodium sulfate and concentrated under reduced pressure. Reactants: COC(=O)C(=Cc1cccc(OCc2ccccc2)c1)OC, CO. Yields the product COC(=O)C(Cc1cccc(OCc2ccccc2)c1)OC. Reaction SMILES: [CH3:1][O:2][C:3]([C:4](=[CH:5][c:6]1[cH:7][c:8]([O:12][CH2:13][c:14]2[cH:15][cH:16][cH:17][cH:18][cH:19]2)[cH:9][cH:10][cH:11]1)[O:20][CH3:21])=[O:22].[CH3:23][OH:24]>>[CH3:1][O:2][C:3]([CH:4]([CH2:5][c:6]1[cH:7][c:8]([O:12][CH2:13][c:14]2[cH:15][cH:16][cH:17][cH:18][cH:19]2)[cH:9][cH:10][cH:11]1)[O:20][CH3:21])=[O:22]. Starting materials: C1COCCO1, COC(=O)c1ccc(O)c(NC(=O)COc2ccc(C34CC5CC(CC(C5)C3)C4)cc2)c1, Cl, [K+], [OH-], O. Product: O=C(COc1ccc(C23CC4CC(CC(C4)C2)C3)cc1)Nc1cc(C(=O)O)ccc1O. Reaction SMILES: [CH2:36]1[O:37][CH2:38][CH2:39][O:40][CH2:41]1.[CH3:1][O:2][C:3]([c:4]1[cH:5][c:6]([NH:11][C:12]([CH2:13][O:14][c:15]2[cH:16][cH:17][c:18]([C:21]34[CH2:22][CH:23]5[CH2:24][CH:25]([CH2:26][CH:27]([CH2:28]3)[CH2:29]5)[CH2:30]4)[cH:19][cH:20]2)=[O:31])[c:7]([OH:10])[cH:8][cH:9]1)=[O:32].[ClH:35].[K+:34].[OH-:33].[OH2:42]>>[O:2]=[C:3]([c:4]1[cH:5][c:6]([NH:11][C:12]([CH2:13][O:14][c:15]2[cH:16][cH:17][c:18]([C:21]34[CH2:22][CH:23]5[CH2:24][CH:25]([CH2:26][CH:27]([CH2:28]3)[CH2:29]5)[CH2:30]4)[cH:19][cH:20]2)=[O:31])[c:7]([OH:10])[cH:8][cH:9]1)[OH:32]. Reactants: ethyl-2-oxo-2,3,9,10-tetrahydro-1H-pyrido[3′,40′:4,5]-pyrrolo[1,2,3-de]quinoxaline-8(7H)-carboxylate, amine, C1C(=O)NC2=CC=CC=C2N1 (1,3,4-trihydroquinoxalin-2-one), O=C1CCN(CC1)C(=O)OCC (ethyl 4-oxopiperidinecarboxylate), [OH-].[Na+] (NaOH), N1C=CC2=CC=CC=C12 (indole), [BH3-]C#N.[Na+] (NaCNBH3). The solvent is O (Water), C(=O)(C(F)(F)F)O (TFA). Run at temperature 0 celsius, time 4 hour. Product: O=C1NC=2C=CC=C3C2N(C1)[C@@H]1[C@H]3CN(CC1)C(=O)OCC (ethyl (6bR,10aS)-2-oxo-2,3,6b,9,10,10a-hexahydro-1H-pyrido[3′,4′:4,5]pyrrolo[1,2,3-de]quinoxaline-8(7H)-carboxylate). The yield is 77.0%. RXN SMILES: [CH2:1]1[NH:11][C:10]2[C:5](=[CH:6][CH:7]=[CH:8][CH:9]=2)[NH:4][C:2]1=[O:3].O=[C:13]1[CH2:18][CH2:17][N:16]([C:19]([O:21][CH2:22][CH3:23])=[O:20])[CH2:15][CH2:14]1.N1C2C(=CC=CC=2)C=C1.[BH3-]C#N.[Na+].[OH-].[Na+]>C(O)(C(F)(F)F)=O.O>[O:3]=[C:2]1[CH2:1][N:11]2[C@H:13]3[CH2:18][CH2:17][N:16]([C:19]([O:21][CH2:22][CH3:23])=[O:20])[CH2:15][C@H:14]3[C:9]3[C:10]2=[C:5]([CH:6]=[CH:7][CH:8]=3)[NH:4]1 |f:3.4,5.6|. Reported procedure: The procedure described in Example 4, Steps E through G, was utilized to prepare ethyl-2-oxo-2,3,9,10-tetrahydro-1H-pyrido[3′,40′:4,5]-pyrrolo[1,2,3-de]quinoxaline-8(7H)-carboxylate from the corresponding amine, 1,3,4-trihydroquinoxalin-2-one, and ethyl 4-oxopiperidinecarboxylate. This indole (5.74 g, 19.2 mmol) was dissolved in TFA (100 mL). The reaction was cooled to 0° C. NaCNBH3 (3.96 g, 63.0 mmol) was added in small portions over 30 min, keeping the temperature less than 5° C. The reaction ... Starting materials: CCCCCC(=O)N(Cc1ccc(C#Cc2ccc(CCCC)cc2)cc1)Cc1ccc2c(c1)C(=O)OC(C)(C)O2, CCO, [Na+], [OH-]. Product: CCCCCC(=O)N(Cc1ccc(C#Cc2ccc(CCCC)cc2)cc1)Cc1ccc(O)c(C(=O)O)c1. RXN SMILES: [CH2:1]([CH2:2][CH2:3][CH3:4])[c:5]1[cH:6][cH:7][c:8]([C:11]#[C:12][c:13]2[cH:14][cH:15][c:16]([CH2:17][N:18]([C:19]([CH2:20][CH2:21][CH2:22][CH2:23][CH3:24])=[O:25])[CH2:26][c:27]3[cH:28][c:29]4[c:30]([cH:38][cH:39]3)[O:31][C:32]([CH3:36])([CH3:37])[O:33][C:34]4=[O:35])[cH:40][cH:41]2)[cH:9][cH:10]1.[CH3:44][CH2:45][OH:46].[Na+:43].[OH-:42]>>[CH2:1]([CH2:2][CH2:3][CH3:4])[c:5]1[cH:6][cH:7][c:8]([C:11]#[C:12][c:13]2[cH:14][cH:15][c:16]([CH2:17][N:18]([C:19]([CH2:20][CH2:21][CH2:22][CH2:23][CH3:24])=[O:25])[CH2:26][c:27]3[cH:28][c:29]([C:34](=[O:33])[OH:35])[c:30]([OH:31])[cH:38][cH:39]3)[cH:40][cH:41]2)[cH:9][cH:10]1. The reactants are [Cl-].[Ca+2].[Cl-] (calcium chloride), calcium ion, [Na].CC(C)CCCCCCCCC[C@@H]1CC(=O)N[C@H](C(=O)N[C@H](C(=O)N[C@@H](C(=O)N[C@H](C(=O)N[C@H](C(=O)N[C@@H](C(=O)N[C@H](C(=O)O1)CC(C)C)CC(C)C)CC(=O)O)C(C)C)CC(C)C)CC(C)C)CCC(=O)O (sodium surfactin), CC(C)CCCCCCCCC[C@@H]1CC(=O)N[C@H](C(=O)N[C@H](C(=O)N[C@@H](C(=O)N[C@H](C(=O)N[C@H](C(=O)N[C@@H](C(=O)N[C@H](C(=O)O1)CC(C)C)CC(C)C)CC(=O)O)C(C)C)CC(C)C)CC(C)C)CCC(=O)O (surfactin). Yields the product [Ca].CC(C)CCCCCCCCC[C@@H]1CC(=O)N[C@H](C(=O)N[C@H](C(=O)N[C@@H](C(=O)N[C@H](C(=O)N[C@H](C(=O)N[C@@H](C(=O)N[C@H](C(=O)O1)CC(C)C)CC(C)C)CC(=O)O)C(C)C)CC(C)C)CC(C)C)CCC(=O)O (calcium surfactin). Reaction SMILES: [Cl-].[Ca+2:2].[Cl-].[Na].[CH3:5][CH:6]([CH2:8][CH2:9][CH2:10][CH2:11][CH2:12][CH2:13][CH2:14][CH2:15][CH2:16][C@H:17]1[O:49][C:47](=[O:48])[C@H:46]([CH2:50][CH:51]([CH3:53])[CH3:52])[NH:45][C:43](=[O:44])[C@@H:42]([CH2:54][CH:55]([CH3:57])[CH3:56])[NH:41][C:39](=[O:40])[C@H:38]([CH2:58][C:59]([OH:61])=[O:60])[NH:37][C:35](=[O:36])[C@H:34]([CH:62]([CH3:64])[CH3:63])[NH:33][C:31](=[O:32])[C@@H:30]([CH2:65][CH:66]([CH3:68])[CH3:67])[NH:29][C:27](=[O:28])[C@H:26]([CH2:69][CH:70]([CH3:72])[CH3:71])[NH:25][C:23](=[O:24])[C@H:22]([CH2:73][CH2:74][C:75]([OH:77])=[O:76])[NH:21][C:19](=[O:20])[CH2:18]1)[CH3:7].CC(CCCCCCCCC[C@H]1OC(=O)[C@H](CC(C)C)NC(=O)[C@@H](CC(C)C)NC(=O)[C@H](CC(O)=O)NC(=O)[C@H](C(C)C)NC(=O)[C@@H](CC(C)C)NC(=O)[C@H](CC(C)C)NC(=O)[C@H](CCC(O)=O)NC(=O)C1)C>>[Ca:2].[CH3:7][CH:6]([CH2:8][CH2:9][CH2:10][CH2:11][CH2:12][CH2:13][CH2:14][CH2:15][CH2:16][C@H:17]1[O:49][C:47](=[O:48])[C@H:46]([CH2:50][CH:51]([CH3:52])[CH3:53])[NH:45][C:43](=[O:44])[C@@H:42]([CH2:54][CH:55]([CH3:56])[CH3:57])[NH:41][C:39](=[O:40])[C@H:38]([CH2:58][C:59]([OH:61])=[O:60])[NH:37][C:35](=[O:36])[C@H:34]([CH:62]([CH3:63])[CH3:64])[NH:33][C:31](=[O:32])[C@@H:30]([CH2:65][CH:66]([CH3:68])[CH3:67])[NH:29][C:27](=[O:28])[C@H:26]([CH2:69][CH:70]([CH3:72])[CH3:71])[NH:25][C:23](=[O:24])[C@H:22]([CH2:73][CH2:74][C:75]([OH:77])=[O:76])[NH:21][C:19](=[O:20])[CH2:18]1)[CH3:5] |f:0.1.2,3.4,6.7,^1:3|. Reported procedure: Photographs taken before and after adding calcium ion to a 0.05 mass % aqueous sodium surfactin solution are demonstrated as FIG. 1 for reference. As shown in FIG. 1(1), sodium surfactin was dissolved completely before addition of calcium ion. The white part in the upper part of FIG. 1(1) was composed of bubbles formed by sodium surfactin as a surfactant. On the one hand, as shown in FIG. 1(2), when 1 mL of a saturated aqueous calcium chloride solution was added to about 150 mL of a 0.05 mass % ...